This data is from the Open Reaction Database (ORD), a public repository of structured organic reaction records. The task is: describe an organic reaction: reactants, conditions, products, and yield The reactants are B, O=C(O)Cc1cc(F)cc(CBr)c1, C1CCOC1, CSC. Yields the product OCCc1cc(F)cc(CBr)c1. As a reaction SMILES: [BH3:4].[Br:5][CH2:6][c:7]1[cH:8][c:9]([CH2:14][C:15](=[O:16])[OH:17])[cH:10][c:11]([F:13])[cH:12]1.[CH2:18]1[O:19][CH2:20][CH2:21][CH2:22]1.[CH3:1][S:2][CH3:3]>>[Br:5][CH2:6][c:7]1[cH:8][c:9]([CH2:14][CH2:15][OH:16])[cH:10][c:11]([F:13])[cH:12]1. The reactants are ClC(COC(NC1=CC=C(C=C1)SC1=C(C=C(C=C1)C(NC=1SC(=NN1)C(C)(C)C)=O)NC=1C2=C(N=CN1)N=C(C=C2)C(C)C)=O)(Cl)Cl ({4-[4-(5-tert-Butyl-[1,3,4]thiadiazol-2-ylcarbamoyl)-2-(7-isopropyl-pyrido[2,3-d]pyrimidin-4-ylamino)-phenylsulfanyl]-phenyl}-carbamic acid 2,2,2-trichloro-ethyl ester), [OH-].[Na+] (NaOH), Cl (hydrochloric acid). The solvent is O1CCCC1 (tetrahydrofuran), O (water). Reaction conditions: temperature 60 celsius. The product is NC1=CC=C(C=C1)SC1=C(C=C(C(=O)NC=2SC(=NN2)C(C)(C)C)C=C1)NC=1C2=C(N=CN1)N=C(C=C2)C(C)C (4-(4-Amino-phenylsulfanyl)-N-(5-tert-butyl-[1,3,4]thiadiazol-2-yl)-3-(7-isopropyl-pyrido[2,3-d]pyrimidin-4-ylamino)-benzamide). As a reaction SMILES: ClC(Cl)(Cl)COC(=O)[NH:6][C:7]1[CH:12]=[CH:11][C:10]([S:13][C:14]2[CH:19]=[CH:18][C:17]([C:20](=[O:31])[NH:21][C:22]3[S:23][C:24]([C:27]([CH3:30])([CH3:29])[CH3:28])=[N:25][N:26]=3)=[CH:16][C:15]=2[NH:32][C:33]2[C:34]3[CH:42]=[CH:41][C:40]([CH:43]([CH3:45])[CH3:44])=[N:39][C:35]=3[N:36]=[CH:37][N:38]=2)=[CH:9][CH:8]=1.[OH-].[Na+].Cl>O1CCCC1.O>[NH2:6][C:7]1[CH:12]=[CH:11][C:10]([S:13][C:14]2[CH:19]=[CH:18][C:17]([C:20]([NH:21][C:22]3[S:23][C:24]([C:27]([CH3:28])([CH3:29])[CH3:30])=[N:25][N:26]=3)=[O:31])=[CH:16][C:15]=2[NH:32][C:33]2[C:34]3[CH:42]=[CH:41][C:40]([CH:43]([CH3:45])[CH3:44])=[N:39][C:35]=3[N:36]=[CH:37][N:38]=2)=[CH:9][CH:8]=1 |f:1.2|. Reported procedure: To a solution of the product of Example 181B in tetrahydrofuran and water (1:1) was added 1 M NaOH (5 equiv). The solution was heated at 60° C. for 40 minutes, cooled, adjusted to pH 6 with 1N aqueous hydrochloric acid and extracted with ethyl acetate. The combined extracts were dried over magnesium sulfate, filtered and concentrated under vacuum. The resultant residue was purified by silica gel chromatography eluting with 4% methanol in dichloromethane to provide the title compound. 1H NMR (300... Procedure details: Obtained by starting from (S)-5-(tert-butyldimethylsilyloxy)-4-iodo-2-isopropyl-7,7-dimethyl-5,6,7,8-tetrahydroquinoline-3-carbaldehyde and 2-(4,4-difluorocyclohex-1-enyl)-4,4,5,5-tetramethyl-1,3,2-dioxaborolane (WO2010/057121). Product: [Si](C)(C)(C(C)(C)C)O[C@@H]1C=2C(=C(C(=NC2CC(C1)(C)C)C(C)C)C=O)C1=CCC(CC1)(F)F ((S)-5-(tert-butyldimethylsilyloxy)-4-(4,4-difluorocyclohex-1-enyl)-2-isopropyl-7,7-dimethyl-5,6,7,8-tetrahydroquinoline-3-carbaldehyde). The reactants are [Si](C)(C)(C(C)(C)C)O[C@@H]1C=2C(=C(C(=NC2CC(C1)(C)C)C(C)C)C=O)I ((S)-5-(tert-butyldimethylsilyloxy)-4-iodo-2-isopropyl-7,7-dimethyl-5,6,7,8-tetrahydroquinoline-3-carbaldehyde), FC1(CC=C(CC1)B1OC(C(O1)(C)C)(C)C)F (2-(4,4-difluorocyclohex-1-enyl)-4,4,5,5-tetramethyl-1,3,2-dioxaborolane). As a reaction SMILES: [Si:1]([O:8][C@H:9]1[CH2:18][C:17]([CH3:20])([CH3:19])[CH2:16][C:15]2[N:14]=[C:13]([CH:21]([CH3:23])[CH3:22])[C:12]([CH:24]=[O:25])=[C:11](I)[C:10]1=2)([C:4]([CH3:7])([CH3:6])[CH3:5])([CH3:3])[CH3:2].[F:27][C:28]1([F:43])[CH2:33][CH2:32][C:31](B2OC(C)(C)C(C)(C)O2)=[CH:30][CH2:29]1>>[Si:1]([O:8][C@H:9]1[CH2:18][C:17]([CH3:20])([CH3:19])[CH2:16][C:15]2[N:14]=[C:13]([CH:21]([CH3:23])[CH3:22])[C:12]([CH:24]=[O:25])=[C:11]([C:31]3[CH2:32][CH2:33][C:28]([F:43])([F:27])[CH2:29][CH:30]=3)[C:10]1=2)([C:4]([CH3:7])([CH3:6])[CH3:5])([CH3:3])[CH3:2]. The reactants are O=C(O)c1ccc(Br)s1, O=C(Cl)C(=O)Cl, ClCCl, CN(C)C=O. Product: O=C(Cl)c1ccc(Br)s1. RXN SMILES: [Br:1][c:2]1[cH:3][cH:4][c:5]([C:7](=[O:8])[OH:9])[s:6]1.[Cl:10][C:11]([C:12]([Cl:13])=[O:14])=[O:15].[Cl:21][CH2:22][Cl:23].[O:16]=[CH:17][N:18]([CH3:19])[CH3:20]>>[Br:1][c:2]1[cH:3][cH:4][c:5]([C:7](=[O:9])[Cl:10])[s:6]1. Reactants: BrC1=C(C=CC2=C1C=CO2)F (4-bromo-5-fluorobenzofuran), C(C1=CC=CC=C1)N1CC(C(CC1)=O)C (1-benzyl-3-methyl-4-oxopiperidine). The product is C(C1=CC=CC=C1)N1CC(C(CC1)(C1=C(C=CC2=C1C=CO2)F)O)C (1-benzyl-3-methyl-4-hydroxy-4-(5-fluorobenzofur-4-yl)piperidine). Yield: 67.8%. Reaction SMILES: Br[C:2]1[C:7]2[CH:8]=[CH:9][O:10][C:6]=2[CH:5]=[CH:4][C:3]=1[F:11].[CH2:12]([N:19]1[CH2:24][CH2:23][C:22](=[O:25])[CH:21]([CH3:26])[CH2:20]1)[C:13]1[CH:18]=[CH:17][CH:16]=[CH:15][CH:14]=1>>[CH2:12]([N:19]1[CH2:24][CH2:23][C:22]([OH:25])([C:2]2[C:7]3[CH:8]=[CH:9][O:10][C:6]=3[CH:5]=[CH:4][C:3]=2[F:11])[CH:21]([CH3:26])[CH2:20]1)[C:13]1[CH:14]=[CH:15][CH:16]=[CH:17][CH:18]=1. Procedure details: Beginning with 1.13 gm (5.26 mMol) 4-bromo-5-fluorobenzofuran and 1.18 gm (6.2 mMol) 1-benzyl-3-methyl-4-oxopiperidine, 1.21 gm (68%) of the desired compound were prepared essentially as described in EXAMPLE 19.